describe an organic reaction: reactants, conditions, products, and yield From a dataset of the Open Reaction Database (ORD), a public repository of structured organic reaction records. Reactants: N[C@H]1C(N([C@@H]1CC=C)C(C(=O)OC)=C(C)C)=O (methyl 2-[(3R,4R)-3-amino-4-allyl-2-oxoazetidin-1-yl]-3-methylbut-2-enoate), C(=O)OC(C)=O (acetic formic anhydride). The solvent is C(C)(=O)OCC (ethyl acetate), ClCCl (dichloromethane). Conditions: time 1 hour. Product: C(=O)N[C@H]1C(N([C@@H]1CC=C)C(C(=O)OC)=C(C)C)=O (methyl 2-[(3R,4R)-3-formamido-4-allyl-2-oxoazetidin-1-yl]-3-methylbut-2-enoate). Reaction SMILES: [NH2:1][C@@H:2]1[C@@H:5]([CH2:6][CH:7]=[CH2:8])[N:4]([C:9](=[C:14]([CH3:16])[CH3:15])[C:10]([O:12][CH3:13])=[O:11])[C:3]1=[O:17].[CH:18](OC(=O)C)=[O:19]>ClCCl.C(OCC)(=O)C>[CH:18]([NH:1][C@@H:2]1[C@@H:5]([CH2:6][CH:7]=[CH2:8])[N:4]([C:9](=[C:14]([CH3:16])[CH3:15])[C:10]([O:12][CH3:13])=[O:11])[C:3]1=[O:17])=[O:19]. Procedure: To a solution of methyl 2-[(3R,4R)-3-amino-4-allyl-2-oxoazetidin-1-yl]-3-methylbut-2-enoate (500 mg) in dichloromethane (5 ml) was added acetic formic anhydride (0.34 ml) at 0°. After stirring at the same temperature for one hour, the mixture was diluted with ethyl acetate (35 ml) and washed with a dilute aqueous sodium bicarbonate. The aqueous layer was saturated with sodium chloride and extracted with dichloromethane. The extracts were combined, washed with a saturated aqueous sodium chloride,...